The task is: describe an organic reaction: reactants, conditions, products, and yield. This data is from the Open Reaction Database (ORD), a public repository of structured organic reaction records. Reactants: C(C1=CC=CC=C1)OCN1C(=C(C2=C1C=NNC2=O)CC=2C=NC(=CC2)OC)C2=CC(=C(C=C2)OC(F)F)OC2CC2 (1-benzyloxymethyl-2-(3-cyclopropoxy-4-difluoromethoxyphenyl)-3-(6-methoxy-3-pyridylmethyl)-1,5-dihydropyrrolo[2,3-d]-pyridazin-4-one), C(C1=CC=CC=C1)OCN1C(=C(C2=C1C=NNC2=O)CC2=C(C=CC=C2)F)C2=CC(=C(C=C2)OC(F)F)OC2CC2 (1-benzyloxymethyl-2-(3-cyclopropoxy-4-difluoromethoxyphenyl)-3-(2-fluorobenzyl)-1,5-dihydropyrrolo[2,3-d]pyridazin-4-one). Reaction conditions: time 1 hour. Product: C1(CC1)OC=1C=C(C=CC1OC(F)F)C1=C(C2=C(C=NNC2=O)N1)CC=1C=NC(=CC1)OC (2-(3-Cyclopropoxy-4-difluoromethoxyphenyl)-3-(6-methoxy-3-pyridylmethyl)-1,5-dihydropyrrolo[2,3-d]-pyridazin-4-one). The yield is 17.9%. As a reaction SMILES: C(OC[N:10]1[C:14]2[CH:15]=[N:16][NH:17][C:18](=[O:19])[C:13]=2[C:12]([CH2:20][C:21]2[CH:22]=[N:23][C:24]([O:27][CH3:28])=[CH:25][CH:26]=2)=[C:11]1[C:29]1[CH:34]=[CH:33][C:32]([O:35][CH:36]([F:38])[F:37])=[C:31]([O:39][CH:40]2[CH2:42][CH2:41]2)[CH:30]=1)C1C=CC=CC=1.C(OCN1C2C=NNC(=O)C=2C(CC2C=CC=CC=2F)=C1C1C=CC(OC(F)F)=C(OC2CC2)C=1)C1C=CC=CC=1>>[CH:40]1([O:39][C:31]2[CH:30]=[C:29]([C:11]3[NH:10][C:14]4[CH:15]=[N:16][NH:17][C:18](=[O:19])[C:13]=4[C:12]=3[CH2:20][C:21]3[CH:22]=[N:23][C:24]([O:27][CH3:28])=[CH:25][CH:26]=3)[CH:34]=[CH:33][C:32]=2[O:35][CH:36]([F:38])[F:37])[CH2:42][CH2:41]1. Reported procedure: Reaction was carried out in the same manner as in Example 22-(b) except for using 265 mg (1.79 mmol) of 1-benzyloxymethyl-2-(3-cyclopropoxy-4-difluoromethoxyphenyl)-3-(6-methoxy-3-pyridylmethyl)-1,5-dihydropyrrolo[2,3-d]-pyridazin-4-one obtained in Example 29-(a) in place of 1-benzyloxymethyl-2-(3-cyclopropoxy-4-difluoromethoxyphenyl)-3-(2-fluorobenzyl)-1,5-dihydropyrrolo[2,3-d]pyridazin-4-one. After completion of the reaction, the reaction suspension was filtered, the filtrate was concentrated ...